Task: describe an organic reaction: reactants, conditions, products, and yield. Dataset: the Open Reaction Database (ORD), a public repository of structured organic reaction records Reactants: CC(C(C(C)=O)=O)=O (2,3,4-pentanetrione), 3-oxime, N1=C(C=CC=C1)CN (2-pyridylmethylamine), C(C)#N (acetonitrile). The product is CC1=C(N=C(N1)C1=NC=CC=C1)C(C)=O (1-[5-Methyl-2-(2-pyridinyl)-1H-imidazol-4-yl]ethanone). As a reaction SMILES: [CH3:1][C:2](=[O:8])[C:3](=O)[C:4](=O)[CH3:5].[N:9]1[CH:14]=[CH:13][CH:12]=[CH:11][C:10]=1[CH2:15][NH2:16].C(#[N:19])C>>[CH3:5][C:4]1[NH:19][C:15]([C:10]2[CH:11]=[CH:12][CH:13]=[CH:14][N:9]=2)=[N:16][C:3]=1[C:2](=[O:8])[CH3:1]. Procedure: A mixture of 6.5 g of 2,3,4-pentanetrione, 3-oxime and 6.0 g of 2-pyridylmethylamine in 125 ml of acetonitrile was reacted as described in Example 1, giving 3.6 g of the desired compound, mp 145°-147° C. Reactants: BrC=1C=C(C=NC1)OC(C)C (5-bromo-3-isopropoxypyridine), CN(C(C)CC=C)C(=O)OC(C)(C)C (N-methyl-N-(tert-butoxycarbonyl)-4-penten-2-amine), C1(=C(C=CC=C1)P(C1=C(C=CC=C1)C)C1=C(C=CC=C1)C)C (tri-o-tolylphosphine). The reagents and catalysts are [Pd] (palladium), C(C)(=O)[O-].[Pd+2].C(C)(=O)[O-] (palladium(II) acetate). Solvent: C(C)#N.C(C)N(CC)CC (acetonitrile triethylamine). Reaction conditions: temperature 80 celsius. The product is CN(C(C)C\C=C\C=1C=NC=C(C1)OC(C)C)C(=O)OC(C)(C)C ((4E)-N-methyl-N-(tert-butoxycarbonyl)-5-(5-isopropoxy-3-pyridinyl)-4-penten-2-amine). As a reaction SMILES: Br[C:2]1[CH:3]=[C:4]([O:8][CH:9]([CH3:11])[CH3:10])[CH:5]=[N:6][CH:7]=1.[CH3:12][N:13]([C:19]([O:21][C:22]([CH3:25])([CH3:24])[CH3:23])=[O:20])[CH:14]([CH2:16][CH:17]=[CH2:18])[CH3:15].C1(C)C=CC=CC=1P(C1C=CC=CC=1C)C1C=CC=CC=1C>C(#N)C.C(N(CC)CC)C.[Pd].C([O-])(=O)C.[Pd+2].C([O-])(=O)C>[CH3:12][N:13]([C:19]([O:21][C:22]([CH3:23])([CH3:25])[CH3:24])=[O:20])[CH:14]([CH2:16]/[CH:17]=[CH:18]/[C:2]1[CH:7]=[N:6][CH:5]=[C:4]([O:8][CH:9]([CH3:11])[CH3:10])[CH:3]=1)[CH3:15] |f:3.4,6.7.8|. Reported procedure: In one embodiment, the (E)-metanicotine-type compounds possess a branched side chain, such as (4E)-N-methyl-5-(5-isopropoxy-3-pyridinyl)-4-penten-2-amine. By using one synthetic approach, the latter compound can be synthesized in a convergent manner, in which the side chain, N-methyl-N-(tert-butoxycarbonyl)-4-penten-2-amine is coupled with the 3-substituted 5-halo-substituted pyridine, 5-bromo-3-isopropoxypyridine, under Heck reaction conditions, followed by removal of the tert-butoxycarbonyl pr... As a reaction SMILES: [CH3:16][O:17][c:18]1[cH:19][cH:20][c:21]2[cH:22][cH:23][c:24]([OH:28])[cH:25][c:26]2[cH:27]1.[Cl:1][c:2]1[cH:3][cH:4][n:5][c:6]2[cH:7][c:8]([O:14][CH3:15])[c:9]([O:12][CH3:13])[cH:10][c:11]12>>[c:2]1([O:28][c:24]2[cH:23][cH:22][c:21]3[cH:20][cH:19][c:18]([O:17][CH3:16])[cH:27][c:26]3[cH:25]2)[cH:3][cH:4][n:5][c:6]2[cH:7][c:8]([O:14][CH3:15])[c:9]([O:12][CH3:13])[cH:10][c:11]12. Starting materials: COc1ccc2ccc(O)cc2c1, COc1cc2nccc(Cl)c2cc1OC. Product: COc1ccc2ccc(Oc3ccnc4cc(OC)c(OC)cc34)cc2c1. Reactants: BrC1=CC=C2C(=C(N(C(C2=C1)=O)C)C(C(=O)OC)OC(C)(C)C)C1=CC(=C(C=C1)C)C (methyl [7-bromo-4-(3,4-dimethylphenyl)-2-methyl-1-oxo-1,2-dihydro-3-isoquinolinyl][(1,1-dimethylethyl)oxy]acetate), CC1(OB(OC1(C)C)C1=C(OC=C1)C)C (4,4,5,5-tetramethyl-2-(2-methyl-3-furanyl)-1,3,2-dioxaborolane). The product is CC(C)(C)OC(C(=O)O)C=1N(C(C2=CC(=CC=C2C1C1=CC(=C(C=C1)C)C)C1=C(OC=C1)C)=O)C ([(1,1-dimethylethyl)oxy][4-(3,4-dimethylphenyl)-2-methyl-7-(2-methyl-3-furanyl)-1-oxo-1,2-dihydro-3-isoquinolinyl]acetic acid), solid. Yield: 49.0%. As a reaction SMILES: Br[C:2]1[CH:11]=[C:10]2[C:5]([C:6]([C:24]3[CH:29]=[CH:28][C:27]([CH3:30])=[C:26]([CH3:31])[CH:25]=3)=[C:7]([CH:14]([O:19][C:20]([CH3:23])([CH3:22])[CH3:21])[C:15]([O:17]C)=[O:16])[N:8]([CH3:13])[C:9]2=[O:12])=[CH:4][CH:3]=1.CC1(C)C(C)(C)OB([C:40]2[CH:44]=[CH:43][O:42][C:41]=2[CH3:45])O1>>[CH3:23][C:20]([O:19][CH:14]([C:7]1[N:8]([CH3:13])[C:9](=[O:12])[C:10]2[C:5]([C:6]=1[C:24]1[CH:29]=[CH:28][C:27]([CH3:30])=[C:26]([CH3:31])[CH:25]=1)=[CH:4][CH:3]=[C:2]([C:40]1[CH:44]=[CH:43][O:42][C:41]=1[CH3:45])[CH:11]=2)[C:15]([OH:17])=[O:16])([CH3:21])[CH3:22]. Procedure details: The title compound was prepared in two steps in a manner similar to that described in Example 191 from methyl [7-bromo-4-(3,4-dimethylphenyl)-2-methyl-1-oxo-1,2-dihydro-3-isoquinolinyl][(1,1-dimethylethyl)oxy]acetate and 4,4,5,5-tetramethyl-2-(2-methyl-3-furanyl)-1,3,2-dioxaborolane and was isolated as a pale yellow solid (10 mg, 49%) after reverse phase chromatography: 1H NMR (400 MHz, CHLOROFORM-d) δ=8.58-8.46 (m, 1 H), 7.62-7.53 (m, 1 H), 7.46-7.33 (m, 2 H), 7.32-7.24 (m, 1 H), 7.24-7.05 (m, ... The reactants are ClCCCBr, O=C([O-])[O-], [K+], [K+], CN(C)C=O, COC(=O)c1ccc(OC)c(O)c1. Yields the product COC(=O)c1ccc(OC)c(OCCCCl)c1. As a reaction SMILES: [Br:20][CH2:21][CH2:22][CH2:23][Cl:24].[C:1](=[O:2])([O-:3])[O-:4].[K+:5].[K+:6].[O:25]=[CH:26][N:27]([CH3:28])[CH3:29].[OH:7][c:8]1[cH:9][c:10]([C:11](=[O:12])[O:13][CH3:14])[cH:15][cH:16][c:17]1[O:18][CH3:19]>>[O:7]([c:8]1[cH:9][c:10]([C:11](=[O:12])[O:13][CH3:14])[cH:15][cH:16][c:17]1[O:18][CH3:19])[CH2:21][CH2:22][CH2:23][Cl:24]. The reactants are Br, CCN(CC)CCBr, CN(C)C=O, [H-], [Na+], O, Cc1cc(-c2[nH]c3ccc(O)cc3c2C)cc(C)c1O. Yields the product CCN(CC)CCOc1ccc2[nH]c(-c3cc(C)c(O)c(C)c3)c(C)c2c1. As a reaction SMILES: [BrH:23].[CH2:24]([CH3:25])[N:26]([CH2:27][CH2:28][Br:29])[CH2:30][CH3:31].[CH3:33][N:34]([CH3:35])[CH:36]=[O:37].[H-:1].[Na+:2].[OH2:32].[OH:3][c:4]1[cH:5][c:6]2[c:7]([CH3:22])[c:8](-[c:13]3[cH:14][c:15]([CH3:21])[c:16]([OH:20])[c:17]([CH3:19])[cH:18]3)[nH:9][c:10]2[cH:11][cH:12]1>>[O:3]([c:4]1[cH:5][c:6]2[c:7]([CH3:22])[c:8](-[c:13]3[cH:14][c:15]([CH3:21])[c:16]([OH:20])[c:17]([CH3:19])[cH:18]3)[nH:9][c:10]2[cH:11][cH:12]1)[CH2:28][CH2:27][N:26]([CH2:24][CH3:25])[CH2:30][CH3:31]. Starting materials: [O-]P([O-])(=O)OOP(=O)([O-])[O-].[K+].[K+].[K+].[K+] (potassium peroxydiphosphate), O.O.[Cl-].[Ca+2].[Cl-] (calcium chloride dihydrate). The solvent is O (water). Product: [O-]P([O-])(=O)OOP(=O)([O-])[O-].[Ca+2].[Ca+2] (Calcium Peroxydiphosphate). As a reaction SMILES: [O-:1][P:2]([O:5][O:6][P:7]([O-:10])([O-:9])=[O:8])(=[O:4])[O-:3].[K+].[K+].[K+].[K+].O.O.[Cl-].[Ca+2:18].[Cl-]>O>[O-:3][P:2]([O:5][O:6][P:7]([O-:10])([O-:9])=[O:8])(=[O:1])[O-:4].[Ca+2:18].[Ca+2:18] |f:0.1.2.3.4,5.6.7.8.9,11.12.13|. Procedure: Dissolve 3.46 grams of potassium peroxydiphosphate in 10 ml of water. To this solution, add 2.94 grams of calcium chloride dihydrate under stirring, in order to precipitate calcium peroxydiphosphate. Filter the resulting slurry and wash it with distilled water. The solid to be recovered contains calcium peroxydiphosphate. Starting materials: [N+](=O)([O-])C1=CC=C2C=CNC2=C1 (6-nitroindole), [H][H] (hydrogen). The reagents and catalysts are [Pd] (palladium-on-charcoal). Solvent: C(C)(=O)OCC (ethyl acetate), C(C)(=O)OCC (ethyl acetate). Yields the product NC1=CC=C2C=CNC2=C1 (6-aminoindole). As a reaction SMILES: [N+:1]([C:4]1[CH:12]=[C:11]2[C:7]([CH:8]=[CH:9][NH:10]2)=[CH:6][CH:5]=1)([O-])=O.[H][H]>[Pd].C(OCC)(=O)C>[NH2:1][C:4]1[CH:12]=[C:11]2[C:7]([CH:8]=[CH:9][NH:10]2)=[CH:6][CH:5]=1. Procedure details: A yellow solution of 5.2 g. 6-nitroindole in 150 ml. ethyl acetate was added to 1.25 g. of pre-reduced 10% w/w palladium-on-charcoal in 50 ml. ethyl acetate. The mixture was shaken under 3.45 bar hydrogen overnight and then filtered through diatomaceous earth. The residue was washed with 150 ml. hot chloroform and the combined colourless filtrate and washings were evaporated to give a quantitative yield of 6-aminoindole as a dark oil; NMR: 3.5 (br s, 2H, NH2), 6.4 (m, 1H, H3), 6.5 (m, 2H, H5 +H7...